Dataset: the Open Reaction Database (ORD), a public repository of structured organic reaction records. Task: describe an organic reaction: reactants, conditions, products, and yield Reactants: CCCCOC(=O)N1CCN(C(=O)C(CCC(=O)OC(C)(C)C)NC(=O)OCc2ccccc2)CC1, CCO, [H][H]. Product: CCCCOC(=O)N1CCN(C(=O)C(N)CCC(=O)OC(C)(C)C)CC1. Reaction SMILES: [CH2:1]([CH2:2][CH2:3][CH3:4])[O:5][C:6](=[O:7])[N:8]1[CH2:9][CH2:10][N:11]([C:14]([CH:15]([CH2:16][CH2:17][C:18](=[O:19])[O:20][C:21]([CH3:22])([CH3:23])[CH3:24])[NH:25][C:26]([O:27][CH2:28][c:29]2[cH:30][cH:31][cH:32][cH:33][cH:34]2)=[O:35])=[O:36])[CH2:12][CH2:13]1.[CH3:39][CH2:40][OH:41].[H:37][H:38]>>[CH2:1]([CH2:2][CH2:3][CH3:4])[O:5][C:6](=[O:7])[N:8]1[CH2:9][CH2:10][N:11]([C:14]([CH:15]([CH2:16][CH2:17][C:18](=[O:19])[O:20][C:21]([CH3:22])([CH3:23])[CH3:24])[NH2:25])=[O:36])[CH2:12][CH2:13]1. Reactants: CS(=O)(=O)OCC=1C(=NSC1)C=1SC(=CC1)Cl ((3-(5-chlorothiophen-2-yl)isothiazol-4-yl)methyl methanesulfonate), FC=1C=C(C=C(C1O)F)CCC(=O)OCC (ethyl 3-(3,5-difluoro-4-hydroxyphenyl)propanoate). Yields the product ClC1=CC=C(S1)C1=NSC=C1COC1=C(C=C(C=C1F)CCC(=O)O)F (3-(4-((3-(5-chlorothiophen-2-yl)isothiazol-4-yl)methoxy)-3,5-difluorophenyl)propanoic acid). RXN SMILES: CS([O:5][CH2:6][C:7]1[C:8]([C:12]2[S:13][C:14]([Cl:17])=[CH:15][CH:16]=2)=[N:9][S:10][CH:11]=1)(=O)=O.[F:18][C:19]1[CH:20]=[C:21]([CH2:27][CH2:28][C:29]([O:31]CC)=[O:30])[CH:22]=[C:23]([F:26])[C:24]=1O>>[Cl:17][C:14]1[S:13][C:12]([C:8]2[C:7]([CH2:6][O:5][C:24]3[C:23]([F:26])=[CH:22][C:21]([CH2:27][CH2:28][C:29]([OH:31])=[O:30])=[CH:20][C:19]=3[F:18])=[CH:11][S:10][N:9]=2)=[CH:16][CH:15]=1. Procedure: The title compound was prepared according to the procedure described in Example 91 following Step 5 and 6 by coupling (3-(5-chlorothiophen-2-yl)isothiazol-4-yl)methyl methanesulfonate and ethyl 3-(3,5-difluoro-4-hydroxyphenyl)propanoate followed by hydrolysis to afford the desired product as an off-white solid. 1H NMR (400 MHz, CDCl3) δ 8.71 (s, 1H), 7.45 (d, J=2.5 Hz, 1H), 6.97 (d, J=2.5 Hz, 1H), 6.76 (d, J=7.0 Hz, 2H), 5.25 (s, 2H), 2.90 (d, J=6.3 Hz, 2H), 2.68 (d, J=6.3 Hz, 2H).